From a dataset of the Open Reaction Database (ORD), a public repository of structured organic reaction records. describe an organic reaction: reactants, conditions, products, and yield Starting materials: C(C)(C)(C)OC(=O)N1CCC(CC1)COC1=C(C=C2C(=NC=NC2=C1)NC1=C(C=CC=2C=COC21)Cl)OC (7-(N-tert-butoxycarbonylpiperidin-4-ylmethoxy)-4-(6-chlorobenzofuran-7-ylamino)-6-methoxyquinazoline), FC(C(=O)O)(F)F (trifluoroacetic acid). The solvent is C(Cl)Cl (methylene chloride). Run at time 3 hour. Yields the product ClC1=C(C2=C(C=CO2)C=C1)NC1=NC=NC2=CC(=C(C=C12)OC)OCC1CCNCC1 (4-(6-chlorobenzofuran-7-ylamino)-6-methoxy-7-piperidin-4-ylmethoxyquinazoline). Yield: 59.9%. As a reaction SMILES: C(OC([N:8]1[CH2:13][CH2:12][CH:11]([CH2:14][O:15][C:16]2[CH:25]=[C:24]3[C:19]([C:20]([NH:26][C:27]4[C:35]5[O:34][CH:33]=[CH:32][C:31]=5[CH:30]=[CH:29][C:28]=4[Cl:36])=[N:21][CH:22]=[N:23]3)=[CH:18][C:17]=2[O:37][CH3:38])[CH2:10][CH2:9]1)=O)(C)(C)C.FC(F)(F)C(O)=O>C(Cl)Cl>[Cl:36][C:28]1[CH:29]=[CH:30][C:31]2[CH:32]=[CH:33][O:34][C:35]=2[C:27]=1[NH:26][C:20]1[C:19]2[C:24](=[CH:25][C:16]([O:15][CH2:14][CH:11]3[CH2:12][CH2:13][NH:8][CH2:9][CH2:10]3)=[C:17]([O:37][CH3:38])[CH:18]=2)[N:23]=[CH:22][N:21]=1. Reported procedure: A mixture of 7-(N-tert-butoxycarbonylpiperidin-4-ylmethoxy)-4-(6-chlorobenzofuran-7-ylamino)-6-methoxyquinazoline (0.4 g), trifluoroacetic acid (3 ml) and methylene chloride (12 ml) was stirred at ambient temperature for 3 hours. The mixture was evaporated and the residue was diluted with water. The mixture was basified to pH11 by the addition of 1 N aqueous sodium hydroxide solution and methylene chloride was added. The precipitate which was formed was collected by filtration, washed with water... Starting materials: N12CCN(C(CC1)CC2)C2=NC=C(C=N2)N (2-(1,4-Diaza-bicyclo[3.2.2]non-4-yl)-pyrimidin-5-ylamine), C1(=CC=CC=C1)CC(=O)Cl (phenylacetyl chloride), C(C)OCC (Diethylether), Cl (HCl), C1(=CC=CC=C1)CC(=O)Cl (phenylacetyl chloride). Run in C(C)O (ethanol), C(C)O (ethanol), C(C)N(CC)CC (triethylamine), C(C)O (ethanol). Run at time 15 hour. The product is Cl.N12CCN(C(CC1)CC2)C2=NC=C(C=N2)NC(CC2=CC=CC=C2)=O (N-[2-(1,4-Diaza-bicyclo[3.2.2]non-4-yl)-pyrimidin-5-yl]-2-phenyl-acetamide hydrochloric acid salt). As a reaction SMILES: [N:1]12[CH2:9][CH2:8][CH:5]([CH2:6][CH2:7]1)[N:4]([C:10]1[N:15]=[CH:14][C:13]([NH2:16])=[CH:12][N:11]=1)[CH2:3][CH2:2]2.[C:17]1([CH2:23][C:24]([Cl:26])=[O:25])[CH:22]=[CH:21][CH:20]=[CH:19][CH:18]=1.C(OCC)C.Cl>C(O)C.C(N(CC)CC)C>[ClH:26].[N:1]12[CH2:7][CH2:6][CH:5]([CH2:8][CH2:9]1)[N:4]([C:10]1[N:15]=[CH:14][C:13]([NH:16][C:24](=[O:25])[CH2:23][C:17]3[CH:22]=[CH:21][CH:20]=[CH:19][CH:18]=3)=[CH:12][N:11]=1)[CH2:3][CH2:2]2 |f:6.7|. Reported procedure: 2-(1,4-Diaza-bicyclo[3.2.2]non-4-yl)-pyrimidin-5-ylamine (0.877 g, 4.00 mmol) and ethanol (50 ml) was mixed with phenylacetyl chloride (0.742 g, 4.8 mmol) and was stirred for 15 hours at room-temperature, followed by addition of phenylacetyl chloride (74 mg, 0.48 mmol) and stirring for 15 hours. Diethylether (30 ml) was added. The mixture was made alkaline by adding triethylamine (20 ml). The crude mixture was purified by silica gel chromatography, using a 10:1+1% dichloromethane:methanol+aqueou... Starting materials: Cc1ccccc1, COc1ccc(CN2CCCn3c(c4c(c(O)c3=O)C(=O)N(Cc3ccc(F)c(Cl)c3)CC4)C2=O)cc1, Cc1ccc(S(=O)(=O)O)cc1. Product: O=C1NCCCn2c1c1c(c(O)c2=O)C(=O)N(Cc2ccc(F)c(Cl)c2)CC1. As a reaction SMILES: [CH3:49][c:50]1[cH:51][cH:52][cH:53][cH:54][cH:55]1.[Cl:1][c:2]1[cH:3][c:4]([CH2:5][N:6]2[C:7](=[O:33])[c:8]3[c:9]([OH:32])[c:10](=[O:31])[n:11]4[c:12]([c:13]3[CH2:14][CH2:15]2)[C:16](=[O:30])[N:17]([CH2:21][c:22]2[cH:23][cH:24][c:25]([O:26][CH3:27])[cH:28][cH:29]2)[CH2:18][CH2:19][CH2:20]4)[cH:34][cH:35][c:36]1[F:37].[c:38]1([CH3:39])[cH:40][cH:41][c:42]([S:43]([OH:44])(=[O:45])=[O:46])[cH:47][cH:48]1>>[Cl:1][c:2]1[cH:3][c:4]([CH2:5][N:6]2[C:7](=[O:33])[c:8]3[c:9]([OH:32])[c:10](=[O:31])[n:11]4[c:12]([c:13]3[CH2:14][CH2:15]2)[C:16](=[O:30])[NH:17][CH2:18][CH2:19][CH2:20]4)[cH:34][cH:35][c:36]1[F:37]. The reactants are C(C1=CC=CC=C1)(=O)NC1=C(NC2=CC=CC=C12)C(=O)OCC (3-Benzamido-2-carboethoxyindole), P(=O)(Cl)(Cl)Cl (phosphorous oxychloride), N (ammonia). The solvent is C(C)(C)O (isopropanol). Run at temperature 120 celsius. The product is C(C1=CC=CC=C1)(=O)NC1=C(NC2=CC=CC=C12)C(=O)N (3-Benzamido-indole-2-carboxamide). As a reaction SMILES: [C:1]([NH:9][C:10]1[C:18]2[C:13](=[CH:14][CH:15]=[CH:16][CH:17]=2)[NH:12][C:11]=1[C:19]([O:21]CC)=O)(=[O:8])[C:2]1[CH:7]=[CH:6][CH:5]=[CH:4][CH:3]=1.P(Cl)(Cl)(Cl)=O.[NH3:29]>C(O)(C)C>[C:1]([NH:9][C:10]1[C:18]2[C:13](=[CH:14][CH:15]=[CH:16][CH:17]=2)[NH:12][C:11]=1[C:19]([NH2:29])=[O:21])(=[O:8])[C:2]1[CH:3]=[CH:4][CH:5]=[CH:6][CH:7]=1. Reported procedure: A mixture of 3-Benzamido-2-carboethoxyindole (3.0 g) and phosphorous oxychloride (20 mL) was refluxed for 30 min. The reaction mixture was concentrated in vacuo and the residue was triturated with ether to afford a white solid. This solid was treated with 40 mL of isopropanol which had been previously saturated with ammonia and heated in a sealed tube at 120° C. for 40 min. The reaction mixture was again concentrated in vacuo and the residue was triturated with ether to afford 3-Benzamido-indole... The reactants are P(=O)(Cl)(Cl)Cl (phosphoryl chloride), FC1=C(C=CC(=C1)F)C1=CC=2N(C(N1)=O)N=C(N2)C2CCN(CC2)C(C)C (7-(2,4-Difluorophenyl)-2-[1-(propan-2-yl)piperidin-4-yl][1,2,4]triazolo[1,5-c]pyrimidin-5(6H)-one). Reagents/catalysts: [Cl-].C(C1=CC=CC=C1)[N+](CC)(CC)CC (benzyltriethylammonium chloride). Run at temperature 120 celsius, time 7 hour. Yields the product Cl.ClC1=NC(=CC=2N1N=C(N2)C2CCN(CC2)C(C)C)C2=C(C=C(C=C2)F)F (5-Chloro-7-(2,4-difluorophenyl)-2-[1-(propan-2-yl)piperidin-4-yl][1,2,4]triazolo[1,5-c]pyrimidine hydrochloride). RXN SMILES: P(Cl)(Cl)([Cl:3])=O.[F:6][C:7]1[CH:12]=[C:11]([F:13])[CH:10]=[CH:9][C:8]=1[C:14]1[NH:19][C:18](=O)[N:17]2[N:21]=[C:22]([CH:24]3[CH2:29][CH2:28][N:27]([CH:30]([CH3:32])[CH3:31])[CH2:26][CH2:25]3)[N:23]=[C:16]2[CH:15]=1>[Cl-].C([N+](CC)(CC)CC)C1C=CC=CC=1>[ClH:3].[Cl:3][C:18]1[N:17]2[N:21]=[C:22]([CH:24]3[CH2:29][CH2:28][N:27]([CH:30]([CH3:32])[CH3:31])[CH2:26][CH2:25]3)[N:23]=[C:16]2[CH:15]=[C:14]([C:8]2[CH:9]=[CH:10][C:11]([F:13])=[CH:12][C:7]=2[F:6])[N:19]=1 |f:2.3,4.5|. Reported procedure: 4.5 ml of phosphoryl chloride were added to 670 mg (1.72 mmol) of 7-(2,4-difluorophenyl)-2-[1-(propan-2-yl)piperidin-4-yl][1,2,4]triazolo[1,5-c]pyrimidin-5(6H)-one (Example 51A), 785 mg (3.45 mmol) of benzyltriethylammonium chloride were added and the reaction mixture was stirred at 120° C. for 7 h. The reaction mixture was concentrated and carefully, with vigorous stirring, added to ice. Three times, the aqueous phase was extracted with dichloromethane. The combined organic phases were freed fr... Reactants: CCCCc1nc2c(n1Cc1ccc(-c3ccccc3-c3nnnn3C(c3ccccc3)(c3ccccc3)c3ccccc3)cc1)C(C(=O)OC)N(C(=O)CC(=O)OCC)CC2, O=CO, C1CCOC1. Product: CCCCc1nc2c(n1Cc1ccc(-c3ccccc3-c3nnn[nH]3)cc1)C(C(=O)OC)N(C(=O)CC(=O)OCC)CC2. Reaction SMILES: [CH2:1]([CH2:2][CH2:3][CH3:4])[c:5]1[n:6][c:7]2[c:8]([n:25]1[CH2:26][c:27]1[cH:28][cH:29][c:30](-[c:33]3[c:34](-[c:39]4[n:40][n:41][n:42][n:43]4[C:44]([c:45]4[cH:46][cH:47][cH:48][cH:49][cH:50]4)([c:51]4[cH:52][cH:53][cH:54][cH:55][cH:56]4)[c:57]4[cH:58][cH:59][cH:60][cH:61][cH:62]4)[cH:35][cH:36][cH:37][cH:38]3)[cH:31][cH:32]1)[CH:9]([C:21](=[O:22])[O:23][CH3:24])[N:10]([C:13]([CH2:14][C:15](=[O:16])[O:17][CH2:18][CH3:19])=[O:20])[CH2:11][CH2:12]2.[CH:68]([OH:69])=[O:70].[O:63]1[CH2:64][CH2:65][CH2:66][CH2:67]1>>[CH2:1]([CH2:2][CH2:3][CH3:4])[c:5]1[n:6][c:7]2[c:8]([n:25]1[CH2:26][c:27]1[cH:28][cH:29][c:30](-[c:33]3[c:34](-[c:39]4[n:40][n:41][n:42][nH:43]4)[cH:35][cH:36][cH:37][cH:38]3)[cH:31][cH:32]1)[CH:9]([C:21](=[O:22])[O:23][CH3:24])[N:10]([C:13]([CH2:14][C:15](=[O:16])[O:17][CH2:18][CH3:19])=[O:20])[CH2:11][CH2:12]2. Starting materials: Cc1ccc(B(O)O)cc1N, CC(Nc1nccc(-n2cnc3cc(I)ccc32)n1)c1ccccc1. Yields the product Cc1ccc(-c2ccc3c(c2)ncn3-c2ccnc(NC(C)c3ccccc3)n2)cc1N. RXN SMILES: [NH2:26][c:27]1[cH:28][c:29]([B:34]([OH:35])[OH:36])[cH:30][cH:31][c:32]1[CH3:33].[c:1]1([CH:7]([CH3:8])[NH:9][c:10]2[n:11][cH:12][cH:13][c:14](-[n:16]3[cH:17][n:18][c:19]4[c:20]3[cH:21][cH:22][c:23]([I:25])[cH:24]4)[n:15]2)[cH:2][cH:3][cH:4][cH:5][cH:6]1>>[c:1]1([CH:7]([CH3:8])[NH:9][c:10]2[n:11][cH:12][cH:13][c:14](-[n:16]3[cH:17][n:18][c:19]4[c:20]3[cH:21][cH:22][c:23](-[c:29]3[cH:28][c:27]([NH2:26])[c:32]([CH3:33])[cH:31][cH:30]3)[cH:24]4)[n:15]2)[cH:2][cH:3][cH:4][cH:5][cH:6]1. The reactants are CN1N=C(C(=C1N)C1=CCCCC1)C1=CC=CC=C1 (1-methyl-3-phenyl-4-cyclohexenyl-5-amino-1H-pyrazole), C(C)N=C=O (ethyl isocyanate). The solvent is N1=CC=CC=C1 (pyridine). Run at time 8 hour. Yields the product C1(=CC=CC=C1)C1=NN(C=2NC(C=3CCCCC3C21)=O)C (1-phenyl-3-methyl-6,7,8,9-tetrahydro-3H-pyrazolo[3,4-c]isoquinoline-5(4H)-one). The yield is 72.4%. RXN SMILES: [CH3:1][N:2]1[C:6]([NH2:7])=[C:5]([C:8]2[CH2:13][CH2:12][CH2:11][CH2:10][CH:9]=2)[C:4]([C:14]2[CH:19]=[CH:18][CH:17]=[CH:16][CH:15]=2)=[N:3]1.C(N=[C:23]=[O:24])C>N1C=CC=CC=1>[C:14]1([C:4]2[C:5]3[C:8]4[CH2:13][CH2:12][CH2:11][CH2:10][C:9]=4[C:23](=[O:24])[NH:7][C:6]=3[N:2]([CH3:1])[N:3]=2)[CH:15]=[CH:16][CH:17]=[CH:18][CH:19]=1. Reported procedure: The compound of Example 3A (2 g, 8 mmol) and ethyl isocyanate (1.67 g, 24 mmol) were dissolved in pyridine (30 mL) at room temperature. The mixture was warmed, refluxed and stirred overnight. The reaction was stopped. The solvent was rotary-evaporated. A small amount of ethanol was added. A large amount of solids were precipitated. The solids were filtered in vacuo. The solvent was rotary-evaporated. The residue was purified by column chromatography to give 1.618 g of the pure title compound. MS...